From a dataset of the Open Reaction Database (ORD), a public repository of structured organic reaction records. describe an organic reaction: reactants, conditions, products, and yield The reactants are CCOC=C(C#N)C(=O)NC(=O)OCC, CCO, Nc1c(Cl)cc(Cl)cc1Cl. The product is CCOC(=O)NC(=O)C(C#N)=CNc1c(Cl)cc(Cl)cc1Cl. As a reaction SMILES: [C:11](#[N:12])[C:13]([C:14](=[O:15])[NH:16][C:17](=[O:18])[O:19][CH2:20][CH3:21])=[CH:22][O:23][CH2:24][CH3:25].[CH3:26][CH2:27][OH:28].[Cl:1][c:2]1[c:3]([NH2:4])[c:5]([Cl:10])[cH:6][c:7]([Cl:9])[cH:8]1>>[Cl:1][c:2]1[c:3]([NH:4][CH:22]=[C:13]([C:11]#[N:12])[C:14](=[O:15])[NH:16][C:17](=[O:18])[O:19][CH2:20][CH3:21])[c:5]([Cl:10])[cH:6][c:7]([Cl:9])[cH:8]1. Reactants: NCC1=NOC(=N1)C=1N=CN2C1[C@H]1N(C(C3=C2C=CC(=C3Cl)F)=O)CC1 ((S)-1-(3-aminomethyl-1,2,4-oxadiazol-5-yl)-8-chloro-7-fluoro-12,12a-dihydro-9H,11H-azeto[2,1-c]imidazo[1,5-a][1,4]benzodiazepin-9-one), C(C=C)Br (allyl bromide), C(C)N(C(C)C)C(C)C (N-ethyldiisopropylamine). Solvent: C(Cl)Cl (methylene chloride). Yields the product C(C=C)N(CC=C)CC1=NOC(=N1)C=1N=CN2C1[C@H]1N(C(C3=C2C=CC(=C3Cl)F)=O)CC1 ((S)-1-(3-diallylaminomethyl-1,2,4-oxadiazol-5-yl)-8-chloro-7-fluoro-12,12a-dihydro-9H,11H-azeto[2,1-c]imidazo[1,5-a][1,4]benzodiazepin-9-one). The yield is 37.3%. RXN SMILES: [NH2:1][CH2:2][C:3]1[N:7]=[C:6]([C:8]2[N:9]=[CH:10][N:11]3[C:17]4[CH:18]=[CH:19][C:20]([F:23])=[C:21]([Cl:22])[C:16]=4[C:15](=[O:24])[N:14]4[CH2:25][CH2:26][C@H:13]4[C:12]=23)[O:5][N:4]=1.[CH2:27](Br)[CH:28]=[CH2:29].C(N(C(C)C)[CH:34]([CH3:36])[CH3:35])C>C(Cl)Cl>[CH2:27]([N:1]([CH2:2][C:3]1[N:7]=[C:6]([C:8]2[N:9]=[CH:10][N:11]3[C:17]4[CH:18]=[CH:19][C:20]([F:23])=[C:21]([Cl:22])[C:16]=4[C:15](=[O:24])[N:14]4[CH2:25][CH2:26][C@H:13]4[C:12]=23)[O:5][N:4]=1)[CH2:36][CH:34]=[CH2:35])[CH:28]=[CH2:29]. Reported procedure: 11.7 g (31.2 mmol) of crude (S)-1-(3-aminomethyl-1,2,4-oxadiazol-5-yl)-8-chloro-7-fluoro-12,12a-dihydro-9H,11H-azeto[2,1-c]imidazo[1,5-a][1,4]benzodiazepin-9-one, 100 ml of methylene chloride, 6.04 g (50 mmol) of allyl bromide and 7.75 g (60 mmol) of N-ethyldiisopropylamine were stirred at room temperature overnight. The solution was concentrated and the residue was purified by chromatography on 500 g of silica gel while eluting with ethyl acetate. After recrystallization from methanol there wer...